Dataset: the Open Reaction Database (ORD), a public repository of structured organic reaction records. Task: describe an organic reaction: reactants, conditions, products, and yield The reactants are [OH-].[Na+] (sodium hydroxide), Cl (hydrochloric acid), ClCCl (Dichloromethane), C(C)OC(=O)[C@H]1CN(CCC1)CCO\C=C(/C1=C(C=CC=C1)C)\C1=CC(=CC=C1)OC (Z-(R)-1-[2-[[2-(3-Methoxyphenyl)-2-(2-methylphenyl)ethenyl]oxy]ethyl]-3-piperidine carboxylic acid ethyl ester), ice, Cl (hydrochloric acid). Solvent: C(C)O (ethanol). Reaction conditions: time 6 hour. Product: Cl.COC=1C=C(C=CC1)/C(=C/OCCN1C[C@@H](CCC1)C(=O)O)/C1=C(C=CC=C1)C (Z-(R)-1-[2-[[2-(3-Methoxyphenyl)-2-(2-methylphenyl)ethenyl]oxy]ethyl]-3-piperidine carboxylic acid hydrochloride). As a reaction SMILES: C([O:3][C:4]([C@@H:6]1[CH2:11][CH2:10][CH2:9][N:8]([CH2:12][CH2:13][O:14]/[CH:15]=[C:16](/[C:24]2[CH:29]=[CH:28][CH:27]=[C:26]([O:30][CH3:31])[CH:25]=2)\[C:17]2[CH:22]=[CH:21][CH:20]=[CH:19][C:18]=2[CH3:23])[CH2:7]1)=[O:5])C.[OH-].[Na+].Cl.[Cl:35]CCl>C(O)C>[ClH:35].[CH3:31][O:30][C:26]1[CH:25]=[C:24](/[C:16](/[C:17]2[CH:22]=[CH:21][CH:20]=[CH:19][C:18]=2[CH3:23])=[CH:15]/[O:14][CH2:13][CH2:12][N:8]2[CH2:9][CH2:10][CH2:11][C@@H:6]([C:4]([OH:5])=[O:3])[CH2:7]2)[CH:29]=[CH:28][CH:27]=1 |f:1.2,6.7|. Procedure details: E or Z-(R)-1-[2-[[2-(3-Methoxyphenyl)-2-(2-methylphenyl)ethenyl]oxy]ethyl]-3-piperidine carboxylic acid ethyl ester (0.50 g, 0.0012 mol) (prepared as described in Method D) was dissolved in ethanol (15 ml) and 12N sodium hydroxide solution (0.2 ml) was introduced. After stirring the solution at room temperature for 6 h, ice (100 g) was added, and the pH of the reaction mixture was adjusted to ca. 7 with 37% hydrochloric acid solution. Dichloromethane (200 ml) was added, and the pH was further ad...